Task: describe an organic reaction: reactants, conditions, products, and yield. Dataset: the Open Reaction Database (ORD), a public repository of structured organic reaction records Product: C(C)(C)C1=CC=C(C=C1)S(=O)(=O)NC=1C=C2C(=NC1)CC(CO2)NCCC (4-Isopropyl-N-(3-propylamino-3,4-dihydro-2H-pyrano[3,2-b]pyridin-7-yl)benzenesulfonamide). Procedure details: Following the same procedure as described in example 34, N-[7-(4-isopropylbenzenesulfonylamino)-3,4-dihydro-2H-pyrano[3,2-b]pyridin-3-yl]-propionamide (85 mg, 0.21 mmol) in THF (10 ml) was treated with 1M BH3.THF (2.1 ml, 2.1 mmol). Purification of the crude product by flash column chromatography (CH2Cl2:methanol, 97:3) gave the title compound (50 mg, 61%) as a white amorphous solid. The reactants are C(C)(C)C1=CC=C(C=C1)S(=O)(=O)NC=1C=C2C(=NC1)CC(CO2)NC(CC)=O (N-[7-(4-isopropylbenzenesulfonylamino)-3,4-dihydro-2H-pyrano[3,2-b]pyridin-3-yl]-propionamide), B.C1CCOC1 (BH3.THF). Isolated yield 61.1%. The solvent is C1CCOC1 (THF). Reaction SMILES: [CH:1]([C:4]1[CH:9]=[CH:8][C:7]([S:10]([NH:13][C:14]2[CH:15]=[C:16]3[O:23][CH2:22][CH:21]([NH:24][C:25](=O)[CH2:26][CH3:27])[CH2:20][C:17]3=[N:18][CH:19]=2)(=[O:12])=[O:11])=[CH:6][CH:5]=1)([CH3:3])[CH3:2].B.C1COCC1>C1COCC1>[CH:1]([C:4]1[CH:9]=[CH:8][C:7]([S:10]([NH:13][C:14]2[CH:15]=[C:16]3[O:23][CH2:22][CH:21]([NH:24][CH2:25][CH2:26][CH3:27])[CH2:20][C:17]3=[N:18][CH:19]=2)(=[O:12])=[O:11])=[CH:6][CH:5]=1)([CH3:3])[CH3:2] |f:1.2|.